From a dataset of the Open Reaction Database (ORD), a public repository of structured organic reaction records. describe an organic reaction: reactants, conditions, products, and yield Reactants: O=S(=O)(Nc1cc(Cl)cnc1-c1nncn1-c1ccon1)c1ccc(Cl)c(C(F)(F)F)c1, ClC(Cl)(Cl)Cl, ClCCl, [Na+], O=C([O-])O, O=C1CCC(=O)N1Br. Yields the product O=S(=O)(Nc1cc(Cl)cnc1-c1nnc(Br)n1-c1ccon1)c1ccc(Cl)c(C(F)(F)F)c1. Reaction SMILES: [Cl:1][c:2]1[c:3]([C:29]([F:30])([F:31])[F:32])[cH:4][c:5]([S:8](=[O:9])(=[O:10])[NH:11][c:12]2[c:13](-[c:19]3[n:20][n:21][cH:22][n:23]3-[c:24]3[n:25][o:26][cH:27][cH:28]3)[n:14][cH:15][c:16]([Cl:18])[cH:17]2)[cH:6][cH:7]1.[Cl:41][C:42]([Cl:43])([Cl:44])[Cl:45].[Cl:46][CH2:47][Cl:48].[Na+:53].[O-:49][C:50]([OH:51])=[O:52].[O:33]=[C:34]1[N:35]([Br:40])[C:36](=[O:37])[CH2:38][CH2:39]1>>[Cl:1][c:2]1[c:3]([C:29]([F:30])([F:31])[F:32])[cH:4][c:5]([S:8](=[O:9])(=[O:10])[NH:11][c:12]2[c:13](-[c:19]3[n:20][n:21][c:22]([Br:40])[n:23]3-[c:24]3[n:25][o:26][cH:27][cH:28]3)[n:14][cH:15][c:16]([Cl:18])[cH:17]2)[cH:6][cH:7]1. Reactants: COC(C1=CC=C(C=C1)CCC1=CC(=C(C(=C1)OC)OC)OC)=O (methyl-4-[2-(3,4,5-trimethoxyphenyl)ethyl]benzoate), C(C)#N (acetonitrile), [H-].[Na+] (sodium hydride), suspension. Solvent: CN(C=O)C (N,N-dimethylformamide), O1CCCC1 (tetrahydrofuran). Reaction conditions: temperature 65 celsius. Yields the product O=C(CC#N)C1=CC=C(C=C1)CCC1=CC(=C(C(=C1)OC)OC)OC (3-oxo-3-[4-[2-(3,4,5-trimethoxyphenyl)ethyl]phenyl]propanenitrile). RXN SMILES: C[O:2][C:3](=O)[C:4]1[CH:9]=[CH:8][C:7]([CH2:10][CH2:11][C:12]2[CH:17]=[C:16]([O:18][CH3:19])[C:15]([O:20][CH3:21])=[C:14]([O:22][CH3:23])[CH:13]=2)=[CH:6][CH:5]=1.[C:25](#[N:27])[CH3:26].[H-].[Na+]>CN(C)C=O.O1CCCC1>[O:2]=[C:3]([C:4]1[CH:9]=[CH:8][C:7]([CH2:10][CH2:11][C:12]2[CH:17]=[C:16]([O:18][CH3:19])[C:15]([O:20][CH3:21])=[C:14]([O:22][CH3:23])[CH:13]=2)=[CH:6][CH:5]=1)[CH2:26][C:25]#[N:27] |f:2.3|. Procedure details: To a solution of 10 g (30 mmol) of methyl-4-[2-(3,4,5-trimethoxyphenyl)ethyl]benzoate and 1.74 ml (33 mmol) of acetonitrile in a mixture of 30 ml of dry N,N-dimethylformamide and 20 ml of dry tetrahydrofuran was added, portionwise under a nitrogen atmosphere at 0° C., 3 g (76 mmol) of a 60% suspension of sodium hydride in mineral oil. The resulting suspension was heated under a flow of nitrogen to 65° C. and maintained at this temperature for 2 hours. After cooling to 25° C., the resultant mixtu... Reactants: CS(C)=O, Cc1ccc(F)c(C#N)c1, Nc1ccc(F)cc1[N+](=O)[O-], [Li+], [OH-], O, O. Product: Cc1ccc(Nc2ccc(F)cc2[N+](=O)[O-])c(C#N)c1. As a reaction SMILES: [CH3:26][S:27]([CH3:28])=[O:29].[F:12][c:13]1[c:14]([C:15]#[N:16])[cH:17][c:18]([CH3:21])[cH:19][cH:20]1.[F:1][c:2]1[cH:3][c:4]([N+:9](=[O:10])[O-:11])[c:5]([NH2:8])[cH:6][cH:7]1.[Li+:24].[OH-:23].[OH2:22].[OH2:25]>>[F:1][c:2]1[cH:3][c:4]([N+:9](=[O:10])[O-:11])[c:5]([NH:8][c:13]2[c:14]([C:15]#[N:16])[cH:17][c:18]([CH3:21])[cH:19][cH:20]2)[cH:6][cH:7]1. Starting materials: OC1=C(C=C(C=C1)OC)C1SC2=C(N(C1=O)CC(=O)O)C=CC=C2 ([3,4-dihydro-2-(2-hydroxy-5-methoxyphenyl)-3-oxo-2H-1,4-benzothiazin-4-yl]acetic acid), [N+](=[N-])=C (diazomethane), C(C)(=O)OCC (ethyl acetate). Reagents/catalysts: [H+].[B-](F)(F)(F)F (fluoboric acid). The solvent is CCOCC (ether). Conditions: time 8 hour. Yields the product COC(CN1C(C(SC2=C1C=CC=C2)C2=C(C=CC(=C2)OC)OC)=O)=O ([3,4-Dihydro-2-(2,5-dimethoxyphenyl)-3-oxo-2H-1,4-benzothiazin-4-yl]acetic acid methyl ester). Isolated yield 70.0%. As a reaction SMILES: [OH:1][C:2]1[CH:7]=[CH:6][C:5]([O:8][CH3:9])=[CH:4][C:3]=1[CH:10]1[C:15](=[O:16])[N:14](CC(O)=O)[C:13]2[CH:21]=[CH:22][CH:23]=[CH:24][C:12]=2[S:11]1.[N+](=[CH2:27])=[N-].[C:28]([O:31][CH2:32]C)(=[O:30])[CH3:29]>[H+].[B-](F)(F)(F)F.CCOCC>[CH3:32][O:31][C:28](=[O:30])[CH2:29][N:14]1[C:13]2[CH:21]=[CH:22][CH:23]=[CH:24][C:12]=2[S:11][CH:10]([C:3]2[CH:4]=[C:5]([O:8][CH3:9])[CH:6]=[CH:7][C:2]=2[O:1][CH3:27])[C:15]1=[O:16] |f:3.4|. Procedure: To a solution of [3,4-dihydro-2-(2-hydroxy-5-methoxyphenyl)-3-oxo-2H-1,4-benzothiazin-4-yl]acetic acid (compound No. 14, 2.5 g) in ethyl acetate (20 ml) containing one drop of fluoboric acid, diazomethane dissolved in ether is added and standed overnight. The mixture is concentrated in vacuo to give 1.9 g (70%) of the titled compound. Reactants: OC(CCCCCOCc1ccccc1)COc1ccc(F)cc1, CCO. The product is OCCCCCC(O)COc1ccc(F)cc1. As a reaction SMILES: [CH2:1]([c:2]1[cH:3][cH:4][cH:5][cH:6][cH:7]1)[O:8][CH2:9][CH2:10][CH2:11][CH2:12][CH2:13][CH:14]([CH2:15][O:16][c:17]1[cH:18][cH:19][c:20]([F:23])[cH:21][cH:22]1)[OH:24].[CH3:25][CH2:26][OH:27]>>[OH:8][CH2:9][CH2:10][CH2:11][CH2:12][CH2:13][CH:14]([CH2:15][O:16][c:17]1[cH:18][cH:19][c:20]([F:23])[cH:21][cH:22]1)[OH:24]. The reactants are [N+](=O)([O-])C1=CC=C(C=C1)C=1C=NN(C1C1=CC=CC=C1)CC(=O)OCC (Ethyl 4-(4-nitrophenyl)-5-phenyl-1H-pyrazole-1-acetate), C(C)N(CCCN)CC (3(diethylamino)propanamine). Yields the product C(C)N(CCCNC(CN1N=CC(=C1C1=CC=CC=C1)C1=CC=C(C=C1)[N+](=O)[O-])=O)CC (N-[3-(Diethylamino)propyl]-4-(4-nitrophenyl)-5-phenyl-1H-pyrazole-1-acetamide). RXN SMILES: [N+:1]([C:4]1[CH:9]=[CH:8][C:7]([C:10]2[CH:11]=[N:12][N:13]([CH2:21][C:22]([O:24]CC)=O)[C:14]=2[C:15]2[CH:20]=[CH:19][CH:18]=[CH:17][CH:16]=2)=[CH:6][CH:5]=1)([O-:3])=[O:2].[CH2:27]([N:29]([CH2:34][CH3:35])[CH2:30][CH2:31][CH2:32][NH2:33])[CH3:28]>>[CH2:27]([N:29]([CH2:34][CH3:35])[CH2:30][CH2:31][CH2:32][NH:33][C:22](=[O:24])[CH2:21][N:13]1[C:14]([C:15]2[CH:16]=[CH:17][CH:18]=[CH:19][CH:20]=2)=[C:10]([C:7]2[CH:8]=[CH:9][C:4]([N+:1]([O-:3])=[O:2])=[CH:5][CH:6]=2)[CH:11]=[N:12]1)[CH3:28]. Procedure details: A solution of 3.51 g (0.01 mol) of ethyl 4-(4-nitrophenyl)-5-phenyl-1H-pyrazole-1-acetate of example 8 in 10 mL of 3(diethylamino)propanamine was reacted as in example 44. The product was recrystallized from methyl t-butyl ether to yield 5.4 g, mp 100°-101° C.